From a dataset of the Open Reaction Database (ORD), a public repository of structured organic reaction records. describe an organic reaction: reactants, conditions, products, and yield Reactants: CC(C)(CO)Cn1ccc(Br)cc1=O, O=C([O-])[O-], CN(C)C=O, [Na+], [Na+], O, CC(c1ccc(B2OC(C)(C)C(C)(C)O2)cc1)N1CCC(CC(C)(C)O)(c2ccccc2)OC1=O. Product: CC(c1ccc(-c2ccn(CC(C)(C)CO)c(=O)c2)cc1)N1CCC(CC(C)(C)O)(c2ccccc2)OC1=O. As a reaction SMILES: [Br:7][c:8]1[cH:9][c:10](=[O:20])[n:11]([CH2:14][C:15]([CH2:16][OH:17])([CH3:18])[CH3:19])[cH:12][cH:13]1.[C:1](=[O:2])([O-:3])[O-:4].[CH3:57][N:58]([CH3:59])[CH:60]=[O:61].[Na+:5].[Na+:6].[OH2:56].[OH:21][C:22]([CH2:23][C:24]1([c:48]2[cH:49][cH:50][cH:51][cH:52][cH:53]2)[CH2:25][CH2:26][N:27]([CH:31]([CH3:32])[c:33]2[cH:34][cH:35][c:36]([B:39]3[O:40][C:41]([CH3:42])([CH3:43])[C:44]([CH3:45])([CH3:46])[O:47]3)[cH:37][cH:38]2)[C:28](=[O:30])[O:29]1)([CH3:54])[CH3:55]>>[c:8]1(-[c:36]2[cH:35][cH:34][c:33]([CH:31]([N:27]3[CH2:26][CH2:25][C:24]([CH2:23][C:22]([OH:21])([CH3:54])[CH3:55])([c:48]4[cH:49][cH:50][cH:51][cH:52][cH:53]4)[O:29][C:28]3=[O:30])[CH3:32])[cH:38][cH:37]2)[cH:9][c:10](=[O:20])[n:11]([CH2:14][C:15]([CH2:16][OH:17])([CH3:18])[CH3:19])[cH:12][cH:13]1. The reactants are CS(=O)(=O)O.CS(=O)(=O)O.NC1=C(N2N(CCC2)C1=O)N (2,3-diamino-6,7-dihydro-1H,5H-pyrazolo[1,2-a]pyrazol-1-one dimethane sulphonate), OO (hydrogen peroxide), NC=1C(=C(C(=CC1)C)O)Cl (3-amino-2-chloro-6-methylphenol), N (ammonia). Product: NC1=C(C(N2N1CCC2)=O)/N=C\2/C(=C(C(C(=C2)C)=O)Cl)N (3-amino-2-{[(1E)-2-amino-3-chloro-5-methyl-4-oxocyclohexa-2,5-dien-1-ylidene]amino}-6,7-dihydro-1H,5H-pyrazolo[1,2-a]pyrazol-1-one). Reaction SMILES: CS(O)(=O)=O.CS(O)(=O)=O.[NH2:11][C:12]1[C:19](=[O:20])[N:15]2[CH2:16][CH2:17][CH2:18][N:14]2[C:13]=1[NH2:21].[NH2:22][C:23]1[C:24]([Cl:31])=[C:25]([OH:30])[C:26]([CH3:29])=[CH:27][CH:28]=1.N.OO>O.C(O)C>[NH2:21][C:13]1[N:14]2[CH2:18][CH2:17][CH2:16][N:15]2[C:19](=[O:20])[C:12]=1/[N:11]=[C:28]1/[C:23]([NH2:22])=[C:24]([Cl:31])[C:25](=[O:30])[C:26]([CH3:29])=[CH:27]/1 |f:0.1.2|. The solvent is O (water), C(C)O (ethanol). Procedure details: 0.58 mmol of 2,3-diamino-6,7-dihydro-1H,5H-pyrazolo[1,2-a]pyrazol-1-one dimethane sulphonate was dissolved in a mixture of water and ethanol (7.5 ml/1.5 ml). This solution was admixed with 0.58 mmol of 3-amino-2-chloro-6-methylphenol, then with 1.8 ml of concentrated aqueous ammonia, then with 9 ml of hydrogen peroxide. Reactants: COc1ccccc1N, CCO, Cl, [Na], O=C1OCCCC1=CO. The product is COc1ccccc1NC=C1CCCOC1=O. As a reaction SMILES: [CH3:12][O:13][c:14]1[c:15]([NH2:16])[cH:17][cH:18][cH:19][cH:20]1.[CH3:21][CH2:22][OH:23].[ClH:11].[Na:1].[OH:2][CH:3]=[C:4]1[C:5](=[O:10])[O:6][CH2:7][CH2:8][CH2:9]1>>[CH:3](=[C:4]1[C:5](=[O:10])[O:6][CH2:7][CH2:8][CH2:9]1)[NH:16][c:15]1[c:14]([O:13][CH3:12])[cH:20][cH:19][cH:18][cH:17]1. Reactants: BrC(Br)(Br)Br, ClCCl, OCCc1cccc(F)c1, c1ccc(P(c2ccccc2)c2ccccc2)cc1. The product is Fc1cccc(CCBr)c1. Reaction SMILES: [C:11]([Br:12])([Br:13])([Br:14])[Br:15].[Cl:35][CH2:36][Cl:37].[F:1][c:2]1[cH:3][c:4]([CH2:5][CH2:6][OH:7])[cH:8][cH:9][cH:10]1.[c:16]1([P:17]([c:18]2[cH:19][cH:20][cH:21][cH:22][cH:23]2)[c:24]2[cH:25][cH:26][cH:27][cH:28][cH:29]2)[cH:30][cH:31][cH:32][cH:33][cH:34]1>>[F:1][c:2]1[cH:3][c:4]([CH2:5][CH2:6][Br:12])[cH:8][cH:9][cH:10]1.